Dataset: the Open Reaction Database (ORD), a public repository of structured organic reaction records. Task: describe an organic reaction: reactants, conditions, products, and yield Starting materials: NC1=C(C=C(C=C1)C=1SC=CC1)NC(=O)C1=CC=C(C=C1)CCC(=O)O (3-(4-(2-Amino-5-(thiophen-2-yl)phenylcarbamoyl)phenyl)propanoic acid), [N+](=[N-])=C (diazomethane), N(=O)N(C(=O)N)C (N-nitroso-N-methyl urea), [OH-].[K+] (potassium hydroxide), [N+](=[N-])=C (diazomethane). The solvent is C(Cl)Cl (DCM), C(C)OCC (diethyl ether), O (H2O), C(C)OCC (diethyl ether). Reaction conditions: temperature 0 celsius. Product: NC1=C(C=C(C=C1)C=1SC=CC1)NC(=O)C1=CC=C(C=C1)CCC(=O)OC (Methyl 3-(4-(2-amino-5-(thiophen-2-yl)phenylcarbamoyl)phenyl)propanoate). Yield: 94.1%. RXN SMILES: [OH-].[K+].N(N(C)[C:6](N)=O)=O.[N+](=C)=[N-].[NH2:13][C:14]1[CH:19]=[CH:18][C:17]([C:20]2[S:21][CH:22]=[CH:23][CH:24]=2)=[CH:16][C:15]=1[NH:25][C:26]([C:28]1[CH:33]=[CH:32][C:31]([CH2:34][CH2:35][C:36]([OH:38])=[O:37])=[CH:30][CH:29]=1)=[O:27]>O.C(OCC)C.C(Cl)Cl>[NH2:13][C:14]1[CH:19]=[CH:18][C:17]([C:20]2[S:21][CH:22]=[CH:23][CH:24]=2)=[CH:16][C:15]=1[NH:25][C:26]([C:28]1[CH:33]=[CH:32][C:31]([CH2:34][CH2:35][C:36]([O:38][CH3:6])=[O:37])=[CH:30][CH:29]=1)=[O:27] |f:0.1|. Reported procedure: A mixture of 50% potassium hydroxide in H2O (30 mL) and diethyl ether (100 mL), stirred at 0° C., was treated portion wise with solid N-nitroso-N-methyl urea (3.0 g, 29.1 mmol). The reaction mixture was stirred for 30 min then transferred into a separatory funnel, the aqueous layer was discarded and the yellow ethereal phase (diazomethane solution) was cooled to −78° C. in an Erlenmeyer flask. A suspension of the acid 230 (20 mg, 0.055 mmol) in DCM (2 mL) was treated with the diazomethane soluti... Starting materials: CCO, COc1ccc2c(c1)C(C(=O)N(Cc1ccc([N+](=O)[O-])cc1)c1ccc(C(C)C)cc1)CCC2, [Cl-], Cl. The product is COc1ccc2c(c1)C(C(=O)N(Cc1ccc(N)cc1)c1ccc(C(C)C)cc1)CCC2. RXN SMILES: [CH3:37][CH2:38][OH:39].[CH:1]([CH3:2])([CH3:3])[c:4]1[cH:5][cH:6][c:7]([N:10]([C:11](=[O:12])[CH:13]2[CH2:14][CH2:15][CH2:16][c:17]3[cH:18][cH:19][c:20]([O:23][CH3:24])[cH:21][c:22]32)[CH2:25][c:26]2[cH:27][cH:28][c:29]([N+:32]([O-:33])=[O:34])[cH:30][cH:31]2)[cH:8][cH:9]1.[Cl-:35].[ClH:36]>>[CH:1]([CH3:2])([CH3:3])[c:4]1[cH:5][cH:6][c:7]([N:10]([C:11](=[O:12])[CH:13]2[CH2:14][CH2:15][CH2:16][c:17]3[cH:18][cH:19][c:20]([O:23][CH3:24])[cH:21][c:22]32)[CH2:25][c:26]2[cH:27][cH:28][c:29]([NH2:32])[cH:30][cH:31]2)[cH:8][cH:9]1. The reactants are C(C1=CC=CC=C1)OC=1C=CC(=C(C(=O)O)C1)C (5-(benzyloxy)-2-methylbenzoic acid), C(C1=CC=CC=C1)OC=1C=CC(=C(C(=O)O)C1)C (5-(benzyloxy)-2-methylbenzoic acid), C(C(=O)Cl)(=O)Cl (oxaloylchloride). Solvent: C(Cl)Cl (DCM). Product: C(C1=CC=CC=C1)OC=1C=CC(=C(C(=O)Cl)C1)C (5-(Benzyloxy)-2-methylbenzoyl chloride). RXN SMILES: [CH2:1]([O:8][C:9]1[CH:10]=[CH:11][C:12]([CH3:18])=[C:13]([CH:17]=1)[C:14](O)=[O:15])[C:2]1[CH:7]=[CH:6][CH:5]=[CH:4][CH:3]=1.C(Cl)(=O)C([Cl:22])=O>C(Cl)Cl>[CH2:1]([O:8][C:9]1[CH:10]=[CH:11][C:12]([CH3:18])=[C:13]([CH:17]=1)[C:14]([Cl:22])=[O:15])[C:2]1[CH:7]=[CH:6][CH:5]=[CH:4][CH:3]=1. Procedure: To a mixture of 3.3 g 5-(benzyloxy)-2-methylbenzoic acid (compound F1) in 80 ml DCM are added 1.4 ml of oxaloylchloride, and the reaction is stirred at RT over night under a blanket of nitrogen. The solvent is removed under reduced pressure yielding the title compound, which was used without further purification. Procedure: 1-Naphthylacetic acid (100 g, 530 mmol) was dissolved in dichloromethane (15 ml). Thionyl chloride (158 g, 1.32 mol) was added under ice-cooling and the mixture was heated under reflux for 1 hr. The solvent was evaporated and 1,2-dichloroethane (500 ml) was added to the obtained residue for dissolution. Aluminum chloride (150 g, 1.12 mol) was added under ice-cooling, and the mixture was stirred at room temperature for 1 hr. The reaction mixture was poured into ice water, and the mixture was extr... Reaction SMILES: [C:1]1([CH2:11][C:12]([OH:14])=O)[C:10]2[C:5](=[CH:6][CH:7]=[CH:8][CH:9]=2)[CH:4]=[CH:3][CH:2]=1.S(Cl)(Cl)=O.[Cl-].[Al+3].[Cl-].[Cl-]>ClCCl>[C:12]1(=[O:14])[C:9]2=[C:10]3[C:5](=[CH:6][CH:7]=[CH:8]2)[CH:4]=[CH:3][CH:2]=[C:1]3[CH2:11]1 |f:2.3.4.5|. The yield is 89.7%. Product: C1(CC2=CC=CC3=CC=CC1=C23)=O (acenaphthen-1-one). The reactants are ice water, C1(=CC=CC2=CC=CC=C12)CC(=O)O (1-Naphthylacetic acid), [Cl-].[Al+3].[Cl-].[Cl-] (Aluminum chloride), S(=O)(Cl)Cl (Thionyl chloride). Run at time 1 hour. Run in ClCCl (dichloromethane). Starting materials: BrB(Br)Br, ClCCl, CCCOc1ccc(F)c2c(=O)c(-c3ccc(OC)cc3)c[nH]c12, O. The product is CCCOc1ccc(F)c2c(=O)c(-c3ccc(O)cc3)c[nH]c12. RXN SMILES: [B:25]([Br:26])([Br:27])[Br:28].[Cl:30][CH2:31][Cl:32].[F:1][c:2]1[c:3]2[c:4](=[O:24])[c:5](-[c:16]3[cH:17][cH:18][c:19]([O:22][CH3:23])[cH:20][cH:21]3)[cH:6][nH:7][c:8]2[c:9]([O:12][CH2:13][CH2:14][CH3:15])[cH:10][cH:11]1.[OH2:29]>>[F:1][c:2]1[c:3]2[c:4](=[O:24])[c:5](-[c:16]3[cH:17][cH:18][c:19]([OH:22])[cH:20][cH:21]3)[cH:6][nH:7][c:8]2[c:9]([O:12][CH2:13][CH2:14][CH3:15])[cH:10][cH:11]1. As a reaction SMILES: [C:1]([O:5][C:6](=[O:19])[CH:7]([O:9][C:10]1[CH:15]=[CH:14][C:13]([C:16]#[N:17])=[C:12]([F:18])[CH:11]=1)[CH3:8])([CH3:4])([CH3:3])[CH3:2].[H][H]>CO.[OH-].[OH-].[Pd+2]>[C:1]([O:5][C:6](=[O:19])[CH:7]([O:9][C:10]1[CH:15]=[CH:14][C:13]([CH2:16][NH2:17])=[C:12]([F:18])[CH:11]=1)[CH3:8])([CH3:2])([CH3:3])[CH3:4] |f:3.4.5|. Reagents/catalysts: [OH-].[OH-].[Pd+2] (palladium hydroxide on carbon). The solvent is CO (methanol). Reported procedure: (±)-2-(4-Cyano-3-fluoro-phenoxy)-propionic acid tert-butyl ester (1.77 g, 6.7 mmol) was shaken on a Parr shaker under 40 psi hydrogen for 30 min, using palladium hydroxide on carbon (1 g, 30% Pd by wt) in 200 mL anhydrous methanol. The reaction mixture was filtered through sintered glass, and solvents removed in vacuo to afford 1.71 g colorless oil (95% yield). Yields the product C(C)(C)(C)OC(C(C)OC1=CC(=C(C=C1)CN)F)=O ((±)-2-(4-Aminomethyl-3-fluoro-phenoxy)-propionic acid tert-butyl ester). The yield is 94.8%. The reactants are C(C)(C)(C)OC(C(C)OC1=CC(=C(C=C1)C#N)F)=O ((±)-2-(4-Cyano-3-fluoro-phenoxy)-propionic acid tert-butyl ester), [H][H] (hydrogen).